This data is from the Open Reaction Database (ORD), a public repository of structured organic reaction records. The task is: describe an organic reaction: reactants, conditions, products, and yield The reactants are O1C=C(C=C1)COC1=C2C=C(NC2=CC=C1)C(=O)O (4-(furan-3-ylmethoxy)-1H-indole-2-carboxylic acid), Cl.Cl.Cl.NC1CCN(CC1)C[C@H](C)N1CCC(CC1)O (1-[(S)-2-(4-Amino-piperidin-1-yl)-1-methyl-ethyl]-piperidin-4-ol trihydrochloride). The product is OC1CCN(CC1)[C@H](CN1CCC(CC1)NC(=O)C=1NC2=CC=CC(=C2C1)OCC1=COC=C1)C (4-(Furan-3-ylmethoxy)-1H-indole-2-carboxylic acid {1-[(S)-2-(4-hydroxy-piperidin-1-yl)-propyl]-piperidin-4-yl}-amide). RXN SMILES: [O:1]1[CH:5]=[CH:4][C:3]([CH2:6][O:7][C:8]2[CH:16]=[CH:15][CH:14]=[C:13]3[C:9]=2[CH:10]=[C:11]([C:17]([OH:19])=O)[NH:12]3)=[CH:2]1.Cl.Cl.Cl.[NH2:23][CH:24]1[CH2:29][CH2:28][N:27]([CH2:30][C@@H:31]([N:33]2[CH2:38][CH2:37][CH:36]([OH:39])[CH2:35][CH2:34]2)[CH3:32])[CH2:26][CH2:25]1>>[OH:39][CH:36]1[CH2:35][CH2:34][N:33]([C@@H:31]([CH3:32])[CH2:30][N:27]2[CH2:26][CH2:25][CH:24]([NH:23][C:17]([C:11]3[NH:12][C:13]4[C:9]([CH:10]=3)=[C:8]([O:7][CH2:6][C:3]3[CH:4]=[CH:5][O:1][CH:2]=3)[CH:16]=[CH:15][CH:14]=4)=[O:19])[CH2:29][CH2:28]2)[CH2:38][CH2:37]1 |f:1.2.3.4|. Procedure: This compound is synthesized analogously to example 1 from 4-(furan-3-ylmethoxy)-1H-indole-2-carboxylic acid, 95 (see example 36) and amine 50. Reactants: CCOC(=O)C(NC(C)=O)C(=O)OCC, CCO, [N-]=[N+]=NC1C=CC(=O)C1, [Na], O=C(O)C(F)(F)F. The product is CCOC(=O)C(NC(C)=O)(C(=O)OCC)C1CC(=O)CC1N=[N+]=[N-]. RXN SMILES: [C:1]([CH3:2])(=[O:3])[NH:4][CH:5]([C:6](=[O:7])[O:8][CH2:9][CH3:10])[C:11](=[O:12])[O:13][CH2:14][CH3:15].[CH3:33][CH2:34][OH:35].[N:17](=[N+:18]=[N-:19])[CH:20]1[CH:21]=[CH:22][C:23](=[O:25])[CH2:24]1.[Na:16].[OH:26][C:27]([C:28]([F:29])([F:30])[F:31])=[O:32]>>[C:1]([CH3:2])(=[O:3])[NH:4][C:5]([C:6](=[O:7])[O:8][CH2:9][CH3:10])([C:11](=[O:12])[O:13][CH2:14][CH3:15])[CH:21]1[CH:20]([N:17]=[N+:18]=[N-:19])[CH2:24][C:23](=[O:25])[CH2:22]1.